This data is from the Open Reaction Database (ORD), a public repository of structured organic reaction records. The task is: describe an organic reaction: reactants, conditions, products, and yield The reactants are [H][H] (hydrogen), Cl (hydrochloric acid), solution, CC1=C(C(=O)C2=CC=C(C=C2)F)C=CC=C1[N+](=O)[O-] (2-methyl-3-nitro-4'-fluorobenzophenone). Reagents/catalysts: [Pd](Cl)Cl (palladium chloride). The solvent is O (water), C(C)O (ethanol). Run at time 3 hour. Yields the product CC1=C(C(=O)C2=CC=C(C=C2)F)C=CC=C1N (2-methyl-3-amino-4'-fluorobenzophenone). The yield is 58.7%. RXN SMILES: Cl.[CH3:2][C:3]1[C:17]([N+:18]([O-])=O)=[CH:16][CH:15]=[CH:14][C:4]=1[C:5]([C:7]1[CH:12]=[CH:11][C:10]([F:13])=[CH:9][CH:8]=1)=[O:6].[H][H]>O.C(O)C.[Pd](Cl)Cl>[CH3:2][C:3]1[C:17]([NH2:18])=[CH:16][CH:15]=[CH:14][C:4]=1[C:5]([C:7]1[CH:8]=[CH:9][C:10]([F:13])=[CH:11][CH:12]=1)=[O:6]. Procedure details: 38 ml of hydrochloric acid, 23 g of activated carbon and 12 ml of a solution of 20% palladium chloride in water were added to a solution of 114.7 g of 2-methyl-3-nitro-4'-fluorobenzophenone in 1 liter of ethanol and then a current of hydrogen was passed therethrough for 3 hours. The reaction mixture was filtered and the filter was rinsed with ethanol. The filtrate was concentrated until crystallization began and was iced and then vacuum filtered. The precipitate was empasted with ethanol and dri... Product: C(C)(C)(C)OC(=O)N1N=CC2=CC(=CC=C12)NC1CNCCC1 (5-(Piperidin-3-ylamino)-indazole-1-carboxylic acid tert-butyl ester). Procedure details: To a solution of 5-nitro-indazole-1-carboxylic acid tert-butyl ester (300 g, 1.1 mol, 1.0 eq) in THF (3 L) was added Pd/C (30 g). The reaction mixture was stirred at 40° C. for 16 hours under pressure of H2 (50 psi). TLC (PE:EtOAc=4:1) showed complete conversion. After uptake of H2, the catalyst was filtered off and the filtrate was evaporated to afford the crude 5-amino-indazole-1-carboxylic acid tert-butyl ester (252 g, 95%) which was used directly for next step without purification. The yield is 95.0%. Run in C1CCOC1 (THF). Run at temperature 40 celsius, time 16 hour. The reactants are C(C)(C)(C)OC(=O)N1N=CC2=CC(=CC=C12)[N+](=O)[O-] (5-nitro-indazole-1-carboxylic acid tert-butyl ester), CCOC(=O)C (EtOAc). Reaction SMILES: [C:1]([O:5][C:6]([N:8]1[C:16]2[C:11](=[CH:12][C:13]([N+:17]([O-])=O)=[CH:14][CH:15]=2)[CH:10]=[N:9]1)=[O:7])([CH3:4])([CH3:3])[CH3:2].CCO[C:23]([CH3:25])=O>C1COCC1.[Pd]>[C:1]([O:5][C:6]([N:8]1[C:16]2[C:11](=[CH:12][C:13]([NH:17][CH:25]3[CH2:23][CH2:15][CH2:16][NH:8][CH2:6]3)=[CH:14][CH:15]=2)[CH:10]=[N:9]1)=[O:7])([CH3:4])([CH3:3])[CH3:2]. The reagents and catalysts are [Pd] (Pd/C). The reactants are BrC1=C(C=CC(=C1)Cl)OC (2-bromo-4-chloroanisole), 1, C(C=C)(=O)OCC (ethyl acrylate), C1(=C(C=CC=C1)P(C1=C(C=CC=C1)C)C1=C(C=CC=C1)C)C (tri-o-tolylphosphine). The reagents and catalysts are C(C)(=O)[O-].[Pd+2].C(C)(=O)[O-] (palladium(II) acetate). The solvent is C(C)N(CC)CC (triethylamine), CC(OCC)=O (EA). Reaction conditions: temperature 100 celsius, time 2 day. Product: ClC=1C=CC(=C(C=CC(=O)OCC)C1)OC (Ethyl 5-chloro-2-methoxycinnamate). RXN SMILES: Br[C:2]1[CH:7]=[C:6]([Cl:8])[CH:5]=[CH:4][C:3]=1[O:9][CH3:10].[C:11]([O:15][CH2:16][CH3:17])(=[O:14])[CH:12]=[CH2:13].C1(C)C=CC=CC=1P(C1C=CC=CC=1C)C1C=CC=CC=1C>C(N(CC)CC)C.CC(=O)OCC.C([O-])(=O)C.[Pd+2].C([O-])(=O)C>[Cl:8][C:6]1[CH:5]=[CH:4][C:3]([O:9][CH3:10])=[C:2]([CH:7]=1)[CH:13]=[CH:12][C:11]([O:15][CH2:16][CH3:17])=[O:14] |f:5.6.7|. Procedure: A solution of 10.6 g (48.2 mmol) of 2-bromo-4-chloroanisole in 30 ml of triethylamine was treated with 1 0.1 ml (81.2 mmol) of ethyl acrylate, 1.23 g of tri-o-tolylphosphine, and 0.45 g of palladium(II) acetate in an argon atmosphere. The reaction mixture was stirred at 100° C. for 2 days, then diluted with EA and filtered through Celite. The filtrate was washed with 1 N HCl and saturated NaCl solution, dried over Na2SO4, and concentrated. After chromatographic purification over SiO2 using EA/he... Reactants: ClC1N(C(C2=CC=CC=C12)=O)C1=NC2=NC(=CC=C2C=C1)Cl (3-chloro-2-(7-chloro-1,8-naphthyridin-2-yl)-1-isoindolinone), C(C(C)C)(=O)NCCCC(=O)O (4-isobutyrylaminobutyric acid), N12CCCCCC2=NCCC1 (1,8-diazabicyclo[5.4.0]undec-7-ene). Run in CN(C=O)C (dimethylformamide). Product: C(C(C)C)(=O)NCCCC(=O)OC1N(C(C2=CC=CC=C12)=O)C1=NC2=NC(=CC=C2C=C1)Cl (2-(7-chloro-1,8-naphthyridin-2-yl)-3-oxo-1-isoindolinyl 4-isobutyrylaminobutyrate). Yield: 39.3%. Reaction SMILES: Cl[CH:2]1[C:10]2[C:5](=[CH:6][CH:7]=[CH:8][CH:9]=2)[C:4](=[O:11])[N:3]1[C:12]1[CH:21]=[CH:20][C:19]2[C:14](=[N:15][C:16]([Cl:22])=[CH:17][CH:18]=2)[N:13]=1.[C:23]([NH:28][CH2:29][CH2:30][CH2:31][C:32]([OH:34])=[O:33])(=[O:27])[CH:24]([CH3:26])[CH3:25].N12CCCN=C1CCCCC2>CN(C)C=O>[C:23]([NH:28][CH2:29][CH2:30][CH2:31][C:32]([O:34][CH:2]1[C:10]2[C:5](=[CH:6][CH:7]=[CH:8][CH:9]=2)[C:4](=[O:11])[N:3]1[C:12]1[CH:21]=[CH:20][C:19]2[C:14](=[N:15][C:16]([Cl:22])=[CH:17][CH:18]=2)[N:13]=1)=[O:33])(=[O:27])[CH:24]([CH3:26])[CH3:25]. Procedure: The procedure is as in Example 1, but starting with 3-chloro-2-(7-chloro-1,8-naphthyridin-2-yl)-1-isoindolinone (9.9 g) in anhydrous dimethylformamide (100 cc), 4-isobutyrylaminobutyric acid (5.2 g) and 1,8-diazabicyclo[5.4.0]undec-7-ene (4.6 g). The residue obtained is recrystallized in acetonitrile and then purified by chromatography on silica (0.063-0.2 mm; 130 g) contained in a column 3 cm in diameter [eluant: methylene chloride/methanol (98:2 by volume) mixture] collecting 25-cc fractions. ... Starting materials: CC1(C)OC(=O)N(CCC2(NCC(O)c3ccc(OCc4ccccc4)c4c3OCC(=O)N4)CC2)c2ccccc21, CO, [H][H]. Product: CC1(C)OC(=O)N(CCC2(NCC(O)c3ccc(O)c4c3OCC(=O)N4)CC2)c2ccccc21. RXN SMILES: [CH2:1]([c:2]1[cH:3][cH:4][cH:5][cH:6][cH:7]1)[O:8][c:9]1[cH:10][cH:11][c:12]([CH:20]([CH2:21][NH:22][C:23]2([CH2:26][CH2:27][N:28]3[C:29](=[O:40])[O:30][C:31]([CH3:38])([CH3:39])[c:32]4[c:33]3[cH:34][cH:35][cH:36][cH:37]4)[CH2:24][CH2:25]2)[OH:41])[c:13]2[c:14]1[NH:15][C:16](=[O:19])[CH2:17][O:18]2.[CH3:44][OH:45].[H:42][H:43]>>[OH:8][c:9]1[cH:10][cH:11][c:12]([CH:20]([CH2:21][NH:22][C:23]2([CH2:26][CH2:27][N:28]3[C:29](=[O:40])[O:30][C:31]([CH3:38])([CH3:39])[c:32]4[c:33]3[cH:34][cH:35][cH:36][cH:37]4)[CH2:24][CH2:25]2)[OH:41])[c:13]2[c:14]1[NH:15][C:16](=[O:19])[CH2:17][O:18]2.